This data is from the Open Reaction Database (ORD), a public repository of structured organic reaction records. The task is: describe an organic reaction: reactants, conditions, products, and yield Reactants: ClCCCl, NCc1ccccc1F, O=C(O)C1CCC(Cc2nc3ccccc3c(=O)[nH]2)CC1, CN(C)C=O, On1nnc2cccnc21. Yields the product O=C(NCc1ccccc1F)C1CCC(Cc2nc3ccccc3c(=O)[nH]2)CC1. Reaction SMILES: [CH2:22]([Cl:23])[CH2:24][Cl:25].[F:36][c:37]1[c:38]([CH2:39][NH2:40])[cH:41][cH:42][cH:43][cH:44]1.[O:1]=[c:2]1[nH:3][c:4]([CH2:12][CH:13]2[CH2:14][CH2:15][CH:16]([C:19](=[O:20])[OH:21])[CH2:17][CH2:18]2)[n:5][c:6]2[cH:7][cH:8][cH:9][cH:10][c:11]12.[O:45]=[CH:46][N:47]([CH3:48])[CH3:49].[OH:26][n:27]1[c:28]2[n:29][cH:30][cH:31][cH:32][c:33]2[n:34][n:35]1>>[O:1]=[c:2]1[nH:3][c:4]([CH2:12][CH:13]2[CH2:14][CH2:15][CH:16]([C:19](=[O:20])[NH:40][CH2:39][c:38]3[c:37]([F:36])[cH:44][cH:43][cH:42][cH:41]3)[CH2:17][CH2:18]2)[n:5][c:6]2[cH:7][cH:8][cH:9][cH:10][c:11]12. Starting materials: OCC=1N(C(=C(N1)C(C)C)SC1=CC(=CC(=C1)Cl)Cl)CC (2-hydroxymethyl-5-(3,5-dichlorophenylthio)-4-isopropyl-1-ethyl-1H-imidazole), C(N)([O-])=O (carbamate), ClC=1C=C(C(=O)N=C=O)C=C(C1)Cl (3,5-dichlorobenzoyl isocyanate). The product is ClC=1C=C(C(=O)NC(OCC=2N(C(=C(N2)C(C)C)SC2=CC(=CC(=C2)Cl)Cl)CC)=O)C=C(C1)Cl (5-(3,5-Dichlorophenylthio)-1-ethyl-4-isopropyl-1H-imidazol-2-ylmethyl 3,5-dichlorobenzoylcarbamate). The yield is 78.0%. Reaction SMILES: [OH:1][CH2:2][C:3]1[N:4]([CH2:20][CH3:21])[C:5]([S:11][C:12]2[CH:17]=[C:16]([Cl:18])[CH:15]=[C:14]([Cl:19])[CH:13]=2)=[C:6]([CH:8]([CH3:10])[CH3:9])[N:7]=1.C(=O)([O-])N.[Cl:26][C:27]1[CH:28]=[C:29]([CH:35]=[C:36]([Cl:38])[CH:37]=1)[C:30]([N:32]=[C:33]=[O:34])=[O:31]>>[Cl:26][C:27]1[CH:28]=[C:29]([CH:35]=[C:36]([Cl:38])[CH:37]=1)[C:30]([NH:32][C:33](=[O:34])[O:1][CH2:2][C:3]1[N:4]([CH2:20][CH3:21])[C:5]([S:11][C:12]2[CH:17]=[C:16]([Cl:18])[CH:15]=[C:14]([Cl:19])[CH:13]=2)=[C:6]([CH:8]([CH3:9])[CH3:10])[N:7]=1)=[O:31]. Procedure: The compound 19 (300 mg, 0.869 mmol) was converted to the carbamate with 3,5-dichlorobenzoyl isocyanate (1.5 eq.) in the same manner as the example 66 to give the compound 87 (380 mg, 78%) as crystals. Mp.124-125° C. Rf 0.23 (1:2 EtOAc-hexane) The reactants are CC(=O)C (acetone), C1(=CC=CC=C1)NN=CC=1C=CC=2N(C3=CC=CC=C3C2C1)CC (9-ethyl-3-carbazolecarbaldehyde phenylhydrazone), [OH-].[K+] (potassium hydroxide), C([O-])([O-])=O.[K+].[K+] (potassium carbonate). Run in CCCCCC (hexane), C(Cl)C1CO1 (epichlorohydrin), CCOCC (ether). Reaction conditions: temperature 57.5 celsius, time 1.75 hour. The product is O1C(CN(N=CC=2C=CC=3N(C4=CC=CC=C4C3C2)CC)C2=CC=CC=C2)C1 (9-ethyl-3-carbazolecarbaldehyde N-2,3-epoxypropyl-N-phenylhydrazone). Isolated yield 81.2%. As a reaction SMILES: [C:1]1([NH:7][N:8]=[CH:9][C:10]2[CH:11]=[CH:12][C:13]3[N:14]([CH2:23][CH3:24])[C:15]4[C:20]([C:21]=3[CH:22]=2)=[CH:19][CH:18]=[CH:17][CH:16]=4)[CH:6]=[CH:5][CH:4]=[CH:3][CH:2]=1.[OH-].[K+].C(=O)([O-])[O-].[K+].[K+].[CH3:33][C:34]([CH3:36])=[O:35]>C(C1OC1)Cl.CCOCC.CCCCCC>[O:35]1[CH2:36][CH:34]1[CH2:33][N:7]([C:1]1[CH:2]=[CH:3][CH:4]=[CH:5][CH:6]=1)[N:8]=[CH:9][C:10]1[CH:11]=[CH:12][C:13]2[N:14]([CH2:23][CH3:24])[C:15]3[C:20]([C:21]=2[CH:22]=1)=[CH:19][CH:18]=[CH:17][CH:16]=3 |f:1.2,3.4.5|. Reported procedure: A mixture of 9-ethyl-3-carbazolecarbaldehyde phenylhydrazone (3.1 g, 0.01 mol), 85% powdered potassium hydroxide (2.0 g, 0.03 mol) and anhydrous potassium carbonate (˜5 g) in 25 ml of epichlorohydrin was stirred vigorously at 55-60° C. for 1.5-2 h. The course of the reaction was monitored using thin layer chromatography on silica gel 60 F254 plates (commercially obtained from Merck) using a 1:4 volume per volume mixture of acetone and hexane as the eluant. After termination of the reaction, the ... The reactants are C(C)(C)C1=CNC2=CC=C(C=C12)OC1=C(C=C(C=C2C(OCC2)=O)C=C1C(F)(F)F)C(F)(F)F (3-{4-[(3-Isopropyl-1H-indol-5-yl)oxy]-3,5-bis-trifluoromethyl-benzylidene}-dihydro-furan-2-one). The solvent is CO (methanol), [H][H] (hydrogen), [Pd] (palladium). Yields the product C(C)(C)C1=CNC2=CC=C(C=C12)OC1=C(C=C(CC2C(OCC2)=O)C=C1C(F)(F)F)C(F)(F)F (3-{4-[(3-Isopropyl-1H-indol-5-yl)oxy]-3,5-bis-trifluoromethyl-benzyl}-dihydro-furan-2-one). RXN SMILES: [CH:1]([C:4]1[C:12]2[C:7](=[CH:8][CH:9]=[C:10]([O:13][C:14]3[C:26]([C:27]([F:30])([F:29])[F:28])=[CH:25][C:17]([CH:18]=[C:19]4[CH2:23][CH2:22][O:21][C:20]4=[O:24])=[CH:16][C:15]=3[C:31]([F:34])([F:33])[F:32])[CH:11]=2)[NH:6][CH:5]=1)([CH3:3])[CH3:2]>CO.[H][H].[Pd]>[CH:1]([C:4]1[C:12]2[C:7](=[CH:8][CH:9]=[C:10]([O:13][C:14]3[C:15]([C:31]([F:32])([F:34])[F:33])=[CH:16][C:17]([CH2:18][CH:19]4[CH2:23][CH2:22][O:21][C:20]4=[O:24])=[CH:25][C:26]=3[C:27]([F:29])([F:30])[F:28])[CH:11]=2)[NH:6][CH:5]=1)([CH3:3])[CH3:2]. Reported procedure: 0.2 g (0.38 mmol) of benzylidene compound from Example 24 are dissolved in 100 ml of methanol and hydrogenated with hydrogen for 18 hours in the presence of palladium on active carbon. The catalyst is filtered off through kieselguhr and the filtrate is concentrated in vacuo. The crude product is purified by chromatography on silica gel 60 in the isocratic gradient mode using toluene/ethyl acetate (10:1). Starting materials: COC(=O)C(C)(C)Br, CC(=O)OC(C)=O, Cl, [Zn], c1ccccc1. Product: COC(=O)C(C)(C)C(C)=O. RXN SMILES: [Br:1][C:2]([C:3](=[O:4])[O:5][CH3:6])([CH3:7])[CH3:8].[CH3:9][C:10](=[O:11])[O:12][C:13](=[O:14])[CH3:15].[ClH:16].[Zn:17].[cH:18]1[cH:19][cH:20][cH:21][cH:22][cH:23]1>>[C:2]([C:3](=[O:4])[O:5][CH3:6])([CH3:7])([CH3:8])[C:10]([CH3:9])=[O:11]. Yields the product C1(=CC=CC=C1)CCCOCCN1C=CC2=C(C=CC=C12)OCC1=CC=CC=C1 (1-(2-(3-phenylpropyloxy)ethyl)-4-benzyloxyindole). Reactants: [NH4+].[Cl-] (NH4Cl), [H-].[Na+] (sodium hydride), OCCN1C=CC2=C(C=CC=C12)OCC1=CC=CC=C1 (1-(2-hydroxyethyl)-4-benzyloxyindole), C1(=CC=CC=C1)CCCBr (3-phenyl-1-bromopropane). Procedure: Under argon atmosphere, sodium hydride (40 mg) was added to 1-(2-hydroxyethyl)-4-benzyloxyindole (52 mg) in DMF (3 ml) and the mixture was stirred at room temperature for 15 minutes. To the mixture, 3-phenyl-1-bromopropane (0.15 ml) was added and the resultant was stirred at room temperature for another 18 hours. The reaction mixture was added to saturated aqueous NH4Cl solution (5 ml) to stop the reaction, and the resultant was extracted with ethyl acetate (3×10 ml). The obtained organic layers... RXN SMILES: [H-].[Na+].[OH:3][CH2:4][CH2:5][N:6]1[C:14]2[C:9](=[C:10]([O:15][CH2:16][C:17]3[CH:22]=[CH:21][CH:20]=[CH:19][CH:18]=3)[CH:11]=[CH:12][CH:13]=2)[CH:8]=[CH:7]1.[C:23]1([CH2:29][CH2:30][CH2:31]Br)[CH:28]=[CH:27][CH:26]=[CH:25][CH:24]=1.[NH4+].[Cl-]>CN(C=O)C>[C:23]1([CH2:29][CH2:30][CH2:31][O:3][CH2:4][CH2:5][N:6]2[C:14]3[C:9](=[C:10]([O:15][CH2:16][C:17]4[CH:22]=[CH:21][CH:20]=[CH:19][CH:18]=4)[CH:11]=[CH:12][CH:13]=3)[CH:8]=[CH:7]2)[CH:28]=[CH:27][CH:26]=[CH:25][CH:24]=1 |f:0.1,4.5|. Run at time 15 minute. The yield is 96.0%. Solvent: CN(C)C=O (DMF). The reactants are 12c, BrC=1C=C(C=NC1)S(=O)(=O)N1C[C@]2(CC3=C(C=C2CC1)N(N=C3)C3=CC=C(C=C3)F)COC ((R)-6-(5-bromopyridine-3-sulfonyl)-1-(4-fluorophenyl)-4a-methoxymethyl-4,4a,5,6,7,8-hexahydro-1H-1,2,6-triazacyclopenta[b]naphthalene), Cl.F[C@@H]1CNCC1 ((S)-3-fluoropyrrolidine hydrochloride). Yields the product FC1=CC=C(C=C1)N1N=CC2=C1C=C1CCN(C[C@]1(C2)COC)S(=O)(=O)C=2C=NC=C(C2)N2C[C@H](CC2)F ((R)-1-(4-Fluorophenyl)-6-[5-((S)-3-fluoropyrrolidin-1-yl)-pyridine-3-sulfonyl]-4a-methoxymethyl-4,4a,5,6,7,8-hexahydro-1H-1,2,6-triaza-cyclopenta[b]naphthalene). Reaction SMILES: Br[C:2]1[CH:3]=[C:4]([S:8]([N:11]2[CH2:20][CH2:19][C:18]3[C@:13]([CH2:31][O:32][CH3:33])([CH2:14][C:15]4[CH:23]=[N:22][N:21]([C:24]5[CH:29]=[CH:28][C:27]([F:30])=[CH:26][CH:25]=5)[C:16]=4[CH:17]=3)[CH2:12]2)(=[O:10])=[O:9])[CH:5]=[N:6][CH:7]=1.Cl.[F:35][C@H:36]1[CH2:40][CH2:39][NH:38][CH2:37]1>>[F:30][C:27]1[CH:28]=[CH:29][C:24]([N:21]2[C:16]3[CH:17]=[C:18]4[C@:13]([CH2:31][O:32][CH3:33])([CH2:14][C:15]=3[CH:23]=[N:22]2)[CH2:12][N:11]([S:8]([C:4]2[CH:5]=[N:6][CH:7]=[C:2]([N:38]3[CH2:39][CH2:40][C@H:36]([F:35])[CH2:37]3)[CH:3]=2)(=[O:10])=[O:9])[CH2:20][CH2:19]4)=[CH:25][CH:26]=1 |f:1.2|. Reported procedure: The title compound was prepared by the method of Preparation 12c using (R)-6-(5-bromopyridine-3-sulfonyl)-1-(4-fluorophenyl)-4a-methoxymethyl-4,4a,5,6,7,8-hexahydro-1H-1,2,6-triazacyclopenta[b]naphthalene and (S)-3-fluoropyrrolidine hydrochloride. LCMS (Method F): 542 (M+H)+, Retention time 4.9 minutes. Starting materials: C1=CC2=C(C=C1C=O)OCO2 (piperonal), FC1=CC=C(C(C(C2=CC3=C(C=C2)OCO3)=O)O)C=C1 (4'-fluoro-3,4-methylenedioxybenzoin), Cl (hydrogen chloride), C1(=CC=CC=C1)C(=O)C(O)C1=CC=CC=C1 (benzoin), methanesulfonate ester, N1C(NCCCC1)=S (hexahydro-2H-1,3-diazepin-2-thione), ester, FC1=CC=C(C=O)C=C1 (p-fluorobenzaldehyde), [C-]#N.[K+] (potassium cyanide), methanesulfonate ester. Solvent: C(C)O (ethanol), CC(=O)C (acetone). The product is Cl.FC1=CC=C(C=C1)C1C(N2C(=NCCCC2)S1)(O)C1=CC2=C(C=C1)OCO2 (2-(p-Fluorophenyl)-3-(3,4-methylenedioxyphenyl)-2,3,5,6,7,8-hexahydrothiazolo[3,2-a][1,3]diazepin-3-ol hydrochloride). RXN SMILES: C1C(C=O)=CC2OCOC=2C=1.FC1C=CC(C=O)=CC=1.[C-]#N.[K+].[F:24][C:25]1[CH:43]=[CH:42][C:28]([CH:29](O)[C:30](=[O:40])[C:31]2[CH:36]=[CH:35][C:34]3[O:37][CH2:38][O:39][C:33]=3[CH:32]=2)=[CH:27][CH:26]=1.C1(C(C(C2C=CC=CC=2)O)=O)C=CC=CC=1.[NH:60]1[CH2:66][CH2:65][CH2:64][CH2:63][NH:62][C:61]1=[S:67].[ClH:68]>CC(C)=O.C(O)C>[ClH:68].[F:24][C:25]1[CH:43]=[CH:42][C:28]([CH:29]2[S:67][C:61]3=[N:60][CH2:66][CH2:65][CH2:64][CH2:63][N:62]3[C:30]2([C:31]2[CH:36]=[CH:35][C:34]3[O:37][CH2:38][O:39][C:33]=3[CH:32]=2)[OH:40])=[CH:27][CH:26]=1 |f:2.3,10.11|. Procedure: A mixture consisting of 12 g. of piperonal 8.4 ml. of p-fluorobenzaldehyde, 6 g. of potassium cyanide, and 80 ml. of 65% ethanol is reacted as described in Example 20, giving 11.7 g. of 4'-fluoro-3,4-methylenedioxybenzoin as an uncrystallizable oil. 9.0 g. of this benzoin is converted to its methanesulfonate ester by the procedure of Example 20, yielding 9.8 g. of ester as an uncrystallizable oil. The reaction of 4.9 g. of the crude methanesulfonate ester, and 1.16 g. of hexahydro-2H-1,3-diazepi... The reactants are [BH3-]C#N.[Na+] (NaBH3CN), C1=CC(=CC=C1C(=O)N[C@@H](CCC(=O)O)C(=O)O)NCC2=CN=C3C(=C2)C(=NC(=N3)N)N (5-deazaaminopterin), [OH-].[Na+] (NaOH), C=O (HCHO), Cl (HCl). Run in O=O (O2). Reaction conditions: time 23 hour. Product: NC=1N=C(C2=C(N1)N=CC(=C2)CN(C2=CC=C(C(=O)N[C@@H](CCC(=O)O)C(=O)O)C=C2)C)N (N-[4-[[(2,4-Diaminopyrido[2,3-d]pyrimidine-6-yl)methyl]methylamino]benzoyl]-L-glutamic acid). As a reaction SMILES: [CH:1]1[C:6]([C:7]([NH:9][C@H:10]([C:16]([OH:18])=[O:17])[CH2:11][CH2:12][C:13]([OH:15])=[O:14])=[O:8])=[CH:5][CH:4]=[C:3]([NH:19][CH2:20][C:21]2[CH:26]=[C:25]3[C:27]([NH2:32])=[N:28][C:29]([NH2:31])=[N:30][C:24]3=[N:23][CH:22]=2)[CH:2]=1.[OH-].[Na+].C=O.[BH3-][C:38]#N.[Na+].Cl>O=O>[NH2:31][C:29]1[N:28]=[C:27]([NH2:32])[C:25]2[CH:26]=[C:21]([CH2:20][N:19]([CH3:38])[C:3]3[CH:2]=[CH:1][C:6]([C:7]([NH:9][C@H:10]([C:16]([OH:18])=[O:17])[CH2:11][CH2:12][C:13]([OH:15])=[O:14])=[O:8])=[CH:5][CH:4]=3)[CH:22]=[N:23][C:24]=2[N:30]=1 |f:1.2,4.5|. Procedure: A suspension of Compound II (R=H) (100 mg, 0.211 mmol) in O2 free water (5 ml) under N2 was adjusted to pH 6.4 with 1N NaOH to give a solution which was treated with 38% HCHO (83.1 μl, 1.14 mmol) followed by NaBH3CN (19.9 mg, 0.317 mmol). The solution was maintained at pH 6.4 by gradual addition of 1N HCl over a period of 45 minutes. The solution was stirred under N2 for 23 hours, filtered and acidified to pH 3.6 with 1N HCl. The product was collected by filtration, washed with water at pH 3.6 a... Reactants: 6223(e), C(C=1C(O)=CC=CC1)(=O)O (salicylic acid), C(C=1C(C(=O)O)=CC=CC1)(=O)O (phthalic acid), C(C=1C(O)=CC=CC1)(=O)O (salicylic acid), C1=CC=CC=C1 (benzene). The reagents and catalysts are [Cu] (copper bronze), [Cu] (copper bronze). Run in NC1=CC=CC=C1 (aniline), NC1=CC=CC=C1 (aniline), NC1=CC=CC=C1 (aniline). The product is C1(C=2C(C(=O)O1)=CC=CC2)=O (phthalic anhydride). Reaction SMILES: C(O)(=O)C1C(=CC=CC=1)O.C1C=CC=CC=1.[C:17]([OH:28])(=[O:27])[C:18]1[C:19](=[CH:23][CH:24]=[CH:25][CH:26]=1)[C:20]([OH:22])=O>NC1C=CC=CC=1.[Cu]>[C:20]1(=[O:22])[O:28][C:17](=[O:27])[C:18]2=[CH:26][CH:25]=[CH:24][CH:23]=[C:19]12. Reported procedure: Decarboxylation is not always a predictable reaction. For example, A. S. Sultanov, J. Gen. Chem. (USSR) 16 1835 (1946) as abstracted in CA 41:6223(e) discloses that salicylic acid may be decarboxylated by autoclaving the acid in the presence of copper bronze and benzene at 170° C. The acid alone decarboxylates at 205° C., while in the presence of aniline decarboxylation begins at 170° C. In the case of salicylic acid, aniline and copper bronze seem to be equal in catalytic ability. On the other ...